Dataset: the Open Reaction Database (ORD), a public repository of structured organic reaction records. Task: describe an organic reaction: reactants, conditions, products, and yield RXN SMILES: [Cl:1][C:2]1[CH:7]=[CH:6][C:5]([C:8]2[CH:13]=[CH:12][C:11]([F:14])=[CH:10][CH:9]=2)=[CH:4][N:3]=1.[CH:15]([N:18]1[CH2:23][CH2:22][NH:21][CH2:20][CH2:19]1)([CH3:17])[CH3:16]>>[ClH:1].[ClH:1].[F:14][C:11]1[CH:12]=[CH:13][C:8]([C:5]2[CH:6]=[CH:7][C:2]([N:21]3[CH2:22][CH2:23][N:18]([CH:15]([CH3:17])[CH3:16])[CH2:19][CH2:20]3)=[N:3][CH:4]=2)=[CH:9][CH:10]=1 |f:2.3.4|. Reactants: ClC1=NC=C(C=C1)C1=CC=C(C=C1)F (2-chloro-5-(4-fluorophenyl)pyridine), C(C)(C)N1CCNCC1 (1-isopropylpiperazine). Product: Cl.Cl.FC1=CC=C(C=C1)C=1C=CC(=NC1)N1CCN(CC1)C(C)C (1-[5-(4-Fluorophenyl)pyridin-2-yl]-4-isopropylpiperazine, dihydrochloride). Procedure details: The title compound was prepared by a similar procedure to that described in Example 1, starting from 2-chloro-5-(4-fluorophenyl)pyridine and 1-isopropylpiperazine.